From a dataset of the Open Reaction Database (ORD), a public repository of structured organic reaction records. describe an organic reaction: reactants, conditions, products, and yield Starting materials: [OH-].[Na+] (NaOH), BrC1=C(C=CC=C1)S (2-bromothiophenol), ClC1=C(C=C(C=C1)[N+](=O)[O-])S(=O)O (2-chloro-5-nitro-benzenesulfinic acid), Cl (HCl). Run in O (water). Run at temperature 125 celsius. The product is BrC1=C(C=CC=C1)SC1=C(C=C(C=C1)[N+](=O)[O-])S(=O)O (2- (2-Bromo-phenylsulfanyl) -5-nitro-benzenesulfinic acid). RXN SMILES: [OH-].[Na+].[Br:3][C:4]1[CH:9]=[CH:8][CH:7]=[CH:6][C:5]=1[SH:10].Cl[C:12]1[CH:17]=[CH:16][C:15]([N+:18]([O-:20])=[O:19])=[CH:14][C:13]=1[S:21]([OH:23])=[O:22].Cl>O>[Br:3][C:4]1[CH:9]=[CH:8][CH:7]=[CH:6][C:5]=1[S:10][C:12]1[CH:17]=[CH:16][C:15]([N+:18]([O-:20])=[O:19])=[CH:14][C:13]=1[S:21]([OH:23])=[O:22] |f:0.1|. Procedure details: To a solution of NaOH (80.18 g, 2.004 mol) in water (600 ml sonicated and degassed) was added 2-bromothiophenol (108.23 ml, 1.002 mol) and 2-chloro-5-nitro-benzenesulfinic acid (222.11 g, 1.002 mol). The mixture was stirred and heated at 125° C. for 19 hours. The reaction was cooled down at 0° C., and concentrated HCl added dropwise from a dropping funnel while stirring until pH<1. The precipitate formed was filtered, dried in a desiccators overnight and was used without any further purification... Reactants: C1(CCCCC1)C1=CC=C(C=C1)N1CCN(CC1)C1CCN(CC1)C1=CC=C(C#N)C=C1 (4-[4-[4-(4-cyclohexylphenyl)piperazin-1-yl]piperidin-1-yl]benzonitrile), Cl (hydrogen chloride), C(C)(=O)O (acetic acid), O (water). Reaction conditions: temperature 120 celsius, time 10 hour. The product is C1(CCCCC1)C1=CC=C(C=C1)N1CCN(CC1)C1CCN(CC1)C1=CC=C(C(=O)O)C=C1 (4-[4-[4-(4-cyclohexylphenyl)piperazin-1-yl]piperidin-1-yl]benzoic acid). As a reaction SMILES: [CH:1]1([C:7]2[CH:12]=[CH:11][C:10]([N:13]3[CH2:18][CH2:17][N:16]([CH:19]4[CH2:24][CH2:23][N:22]([C:25]5[CH:32]=[CH:31]C(C#N)=[CH:27][CH:26]=5)[CH2:21][CH2:20]4)[CH2:15][CH2:14]3)=[CH:9][CH:8]=2)[CH2:6][CH2:5][CH2:4][CH2:3][CH2:2]1.Cl.O.[C:35]([OH:38])(=[O:37])[CH3:36]>>[CH:1]1([C:7]2[CH:8]=[CH:9][C:10]([N:13]3[CH2:18][CH2:17][N:16]([CH:19]4[CH2:20][CH2:21][N:22]([C:25]5[CH:32]=[CH:31][C:36]([C:35]([OH:38])=[O:37])=[CH:27][CH:26]=5)[CH2:23][CH2:24]4)[CH2:15][CH2:14]3)=[CH:11][CH:12]=2)[CH2:2][CH2:3][CH2:4][CH2:5][CH2:6]1. Reported procedure: To a solution of 4-[4-[4-(4-cyclohexylphenyl)piperazin-1-yl]piperidin-1-yl]benzonitrile (1.95 g) in acetic acid (10 ml) was added concentrated hydrogen chloride (20 ml) and the mixture was stirred at 120° C. for 10 hours. The reaction mixture was added to water and the resulting precipitate was collected by filtration to give 4-[4-[4-(4-cyclohexylphenyl)piperazin-1-yl]piperidin-1-yl]benzoic acid (959 mg). Starting materials: C(C1=CC=CC=C1)OC1=C(C(=CC(=C1)OCC1=CC=CC=C1)OC1=CC=C(C=C1)[N+](=O)[O-])C(C)=O (1-[2,4-bis(benzyloxy)-6-(4-nitrophenoxy)phenyl]ethanone), [Li] (lithium), C[Si](C)(C)[N-][Si](C)(C)C.C1CCOC1 (bis trimethylsilylamide THF), C(C(=O)OCC)(=O)OCC (diethyl oxalate), Cl (HCl). The solvent is [Cl-].[Na+].O (brine), C1CCOC1 (THF), C1CCOC1 (THF). Run at time 30 minute. Product: C(C1=CC=CC=C1)OC1=C(C(=CC(=C1)OCC1=CC=CC=C1)OC1=CC=C(C=C1)[N+](=O)[O-])C(CC(C(=O)OCC)=O)=O (Ethyl 4-[2,4-bis(benzyloxy)-6-(4-nitrophenoxy)phenyl]-2,4-dioxobutanoate). Isolated yield 75.0%. RXN SMILES: [CH2:1]([O:8][C:9]1[CH:14]=[C:13]([O:15][CH2:16][C:17]2[CH:22]=[CH:21][CH:20]=[CH:19][CH:18]=2)[CH:12]=[C:11]([O:23][C:24]2[CH:29]=[CH:28][C:27]([N+:30]([O-:32])=[O:31])=[CH:26][CH:25]=2)[C:10]=1[C:33](=[O:35])[CH3:34])[C:2]1[CH:7]=[CH:6][CH:5]=[CH:4][CH:3]=1.[Li].C[Si]([N-][Si](C)(C)C)(C)C.C1COCC1.[C:51](OCC)(=[O:57])[C:52]([O:54][CH2:55][CH3:56])=[O:53].Cl>C1COCC1.[Cl-].[Na+].O>[CH2:1]([O:8][C:9]1[CH:14]=[C:13]([O:15][CH2:16][C:17]2[CH:22]=[CH:21][CH:20]=[CH:19][CH:18]=2)[CH:12]=[C:11]([O:23][C:24]2[CH:25]=[CH:26][C:27]([N+:30]([O-:32])=[O:31])=[CH:28][CH:29]=2)[C:10]=1[C:33](=[O:35])[CH2:34][C:51](=[O:57])[C:52]([O:54][CH2:55][CH3:56])=[O:53])[C:2]1[CH:3]=[CH:4][CH:5]=[CH:6][CH:7]=1 |f:2.3,7.8.9,^1:35|. Procedure details: To a stirred solution of 1-[2,4-bis(benzyloxy)-6-(4-nitrophenoxy)phenyl]ethanone (5.1 g, 11 mmol) in THF (50 mL) was added drop wise 1M lithium (bis trimethylsilylamide/THF solution (12 mL, 12 mmol) at −50° C. After 30 minutes, a solution of diethyl oxalate (1.7 mL) in THF (15 mL) was slowly added and the stirring was continued for 1 hours. The solution was taken up in brine (200 mL) and treated with 1 M HCl solution (13 mL), then extracted with ethyl acetate. The organic phase was dried and the... The solvent is CO.O.CC(=O)O (MeOH H2O HOAc), O.CO.CC(=O)O (H2O MeOH HOAc). Product: C=1N=C(C2=C(N1)N(C=N2)[C@H]3[C@@H]([C@@H]([C@H](O3)C[C@H](CC[C@@H](C(=O)O)N)N)O)O)N (Sinefungin). As a reaction SMILES: [NH2:1][C@@H:2]([CH2:6][CH2:7][C@H:8]([NH2:30])[CH2:9][C@@H:10]1[C@@H:14]([OH:15])[C@@H:13]([O:16]CC#C)[C@H:12]([N:20]2[CH:28]=[N:27][C:26]3[C:21]2=[N:22][CH:23]=[N:24][C:25]=3[NH2:29])[O:11]1)[C:3]([OH:5])=[O:4]>CO.O.CC(O)=O>[CH:23]1[N:24]=[C:25]([NH2:29])[C:26]2[N:27]=[CH:28][N:20]([C@@H:12]3[O:11][C@H:10]([CH2:9][C@@H:8]([NH2:30])[CH2:7][CH2:6][C@H:2]([NH2:1])[C:3]([OH:5])=[O:4])[C@@H:14]([OH:15])[C@H:13]3[OH:16])[C:21]=2[N:22]=1 |f:1.2.3|. Procedure details: The title detection analyte compound was prepared from Compound 7 (Example 1, Step 3a) by coupling with 6-carboxyfluorescein-PEG3 azide (Berry & Associates, CAS #412319-45-0, Catalog No. FF6110) using the click chemistry methods reported herein; LC/MS (Gemini C18, 3μ, 2.0×50 mm, 400 μL/min, A: 90/10/0.01 H2O/MeOH/HOAc, B 90/10/0.01 MeOH/H2O/HOAc 0-6 min 0-100% B, 6-9 hold at 100% B, 9.1-15 min re-equilibrate at 0% B) 4.3 min (100% purity), ESI+ m/z 498 (z=2; expected molecular mass: 996). The reactants are N[C@H](C(=O)O)CC[C@@H](C[C@H]1O[C@H]([C@@H]([C@@H]1O)OCC#C)N1C2=NC=NC(=C2N=C1)N)N ((2S,5S)-2,5-diamino-6-((2R,3R,4R,5R)-5-(6-amino-9H-purin-9-yl)-3-hydroxy-4-(prop-2-yn-1-yloxy)tetrahydrofuran-2-yl)hexanoic acid), 6-carboxyfluorescein-PEG3 azide. The reactants are CC1=C(NCC2=C(C3=CC=CC=C3C=C2)B2OC(C(O2)(C)C)(C)C)C(=CC(=C1)C)C (2,4,6-trimethyl-N-{[1-(4,4,5,5-tetramethyl-1,3,2-dioxaborolan-2-yl)-2-naphthyl]methyl}aniline), BrC1=CC=CC(=N1)C(C)(C)NC1=C(C=C(C=C1C)C)C (N-[1-(6-bromopyridin-2-yl)-1-methylethyl]-2,4,6-trimethylaniline), C(=O)([O-])[O-].[Na+].[Na+] (Na2CO3), O (water). Reagents/catalysts: C=1C=CC(=CC1)[P](C=2C=CC=CC2)(C=3C=CC=CC3)[Pd]([P](C=4C=CC=CC4)(C=5C=CC=CC5)C=6C=CC=CC6)([P](C=7C=CC=CC7)(C=8C=CC=CC8)C=9C=CC=CC9)[P](C=1C=CC=CC1)(C=1C=CC=CC1)C=1C=CC=CC1 (Pd(PPh3)4). Solvent: C1(=CC=CC=C1)C (toluene), CO (methanol). Run at temperature 80 celsius, time 12 hour. Product: C1(=C(C(=CC(=C1)C)C)NC(C)(C)C1=CC=CC(=N1)C1=C(C=CC2=CC=CC=C12)CNC1=C(C=C(C=C1C)C)C)C (N-[(1-{6-[1-(Mesitylamino)-1-methylethyl]pyridin-2-yl}-2-naphthyl)methyl]-2,4,6-trimethylaniline). As a reaction SMILES: [CH3:1][C:2]1[CH:28]=[C:27]([CH3:29])[CH:26]=[C:25]([CH3:30])[C:3]=1[NH:4][CH2:5][C:6]1[CH:15]=[CH:14][C:13]2[C:8](=[CH:9][CH:10]=[CH:11][CH:12]=2)[C:7]=1B1OC(C)(C)C(C)(C)O1.Br[C:32]1[N:37]=[C:36]([C:38]([NH:41][C:42]2[C:47]([CH3:48])=[CH:46][C:45]([CH3:49])=[CH:44][C:43]=2[CH3:50])([CH3:40])[CH3:39])[CH:35]=[CH:34][CH:33]=1.C([O-])([O-])=O.[Na+].[Na+].O>C1C=CC([P]([Pd]([P](C2C=CC=CC=2)(C2C=CC=CC=2)C2C=CC=CC=2)([P](C2C=CC=CC=2)(C2C=CC=CC=2)C2C=CC=CC=2)[P](C2C=CC=CC=2)(C2C=CC=CC=2)C2C=CC=CC=2)(C2C=CC=CC=2)C2C=CC=CC=2)=CC=1.C1(C)C=CC=CC=1.CO>[C:43]1([CH3:50])[CH:44]=[C:45]([CH3:49])[CH:46]=[C:47]([CH3:48])[C:42]=1[NH:41][C:38]([C:36]1[N:37]=[C:32]([C:7]2[C:8]3[C:13](=[CH:12][CH:11]=[CH:10][CH:9]=3)[CH:14]=[CH:15][C:6]=2[CH2:5][NH:4][C:3]2[C:2]([CH3:1])=[CH:28][C:27]([CH3:29])=[CH:26][C:25]=2[CH3:30])[CH:33]=[CH:34][CH:35]=1)([CH3:40])[CH3:39] |f:2.3.4,^1:61,63,82,101|. Procedure: A mixture of 1.70 g (4.20 mmol) of 2,4,6-trimethyl-N-{[1-(4,4,5,5-tetramethyl-1,3,2-dioxaborolan-2-yl)-2-naphthyl]methyl}aniline, 1.40 g (4.20 mmol) of N-[1-(6-bromopyridin-2-yl)-1-methylethyl]-2,4,6-trimethylaniline, 3.00 g (10.50 mmol) of Na2CO3×10H2O, 48 ml of water, 13 ml of methanol, and 56 ml of toluene was purged with argon for 30 min. To this solution 0.24 g (0.21 mmol) of Pd(PPh3)4 was added. The resulting mixture was stirred for 12 h at 80° C. and then cooled to room temperature. The o... The reactants are O=C([O-])[O-], CCOC(C)=O, Clc1ccnc2cc(-c3nccs3)sc12, O=[N+]([O-])c1ccc(O)c(F)c1, [K+], [K+]. Yields the product O=[N+]([O-])c1ccc(Oc2ccnc3cc(-c4nccs4)sc23)c(F)c1. RXN SMILES: [C:27](=[O:28])([O-:29])[O-:30].[CH3:33][CH2:34][O:35][C:36]([CH3:37])=[O:38].[Cl:1][c:2]1[c:3]2[c:4]([n:5][cH:6][cH:7]1)[cH:8][c:9](-[c:11]1[s:12][cH:13][cH:14][n:15]1)[s:10]2.[F:16][c:17]1[c:18]([OH:26])[cH:19][cH:20][c:21]([N+:23](=[O:24])[O-:25])[cH:22]1.[K+:31].[K+:32]>>[c:2]1([O:26][c:18]2[c:17]([F:16])[cH:22][c:21]([N+:23](=[O:24])[O-:25])[cH:20][cH:19]2)[c:3]2[c:4]([n:5][cH:6][cH:7]1)[cH:8][c:9](-[c:11]1[s:12][cH:13][cH:14][n:15]1)[s:10]2. RXN SMILES: [CH2:1]([O:5][CH2:6][CH2:7][O:8][C:9]1[CH:14]=[CH:13][C:12]([C:15]2[CH:16]=[CH:17][C:18]3[N:24]([CH:25]=[O:26])[CH2:23][CH2:22][C:21]([C:27]([NH:29][C:30]4[CH:35]=[CH:34][C:33]([C@H:36]([OH:43])[C:37]5[CH:42]=[CH:41][CH:40]=[CH:39][N:38]=5)=[CH:32][CH:31]=4)=[O:28])=[CH:20][C:19]=3[CH:44]=2)=[CH:11][CH:10]=1)[CH2:2][CH2:3][CH3:4].ClC1C=CC=C(C(OO)=[O:53])C=1.S([O-])([O-])(=O)=S.[Na+].[Na+]>ClCCl>[CH2:1]([O:5][CH2:6][CH2:7][O:8][C:9]1[CH:10]=[CH:11][C:12]([C:15]2[CH:16]=[CH:17][C:18]3[N:24]([CH:25]=[O:26])[CH2:23][CH2:22][C:21]([C:27]([NH:29][C:30]4[CH:31]=[CH:32][C:33]([C@H:36]([OH:43])[C:37]5[CH:42]=[CH:41][CH:40]=[CH:39][N+:38]=5[O-:53])=[CH:34][CH:35]=4)=[O:28])=[CH:20][C:19]=3[CH:44]=2)=[CH:13][CH:14]=1)[CH2:2][CH2:3][CH3:4] |f:2.3.4|. The reactants are C(CCC)OCCOC1=CC=C(C=C1)C=1C=CC2=C(C=C(CCN2C=O)C(=O)NC2=CC=C(C=C2)[C@@H](C2=NC=CC=C2)O)C1 (7-[4-(2-butoxyethoxy)phenyl]-1-formyl-N-[4-[(S)-hydroxy (2-pyridyl)methyl]phenyl]-2,3-dihydro-1H-1-benzazepine-4-carboxamide), ClC1=CC(=CC=C1)C(=O)OO (3-chloroperbenzoic acid), S(=S)(=O)([O-])[O-].[Na+].[Na+] (sodium thiosulfate). The yield is 54.2%. Reaction conditions: time 20 hour. Procedure: To a solution of 7-[4-(2-butoxyethoxy)phenyl]-1-formyl-N-[4-[(S)-hydroxy (2-pyridyl)methyl]phenyl]-2,3-dihydro-1H-1-benzazepine-4-carboxamide (225.3 mg) in dichloromethane (20 ml), 3-chloroperbenzoic acid (70%, 113 mg) was added at 0° C., and the mixture was stirred at room temperature for 20 hours. To the reaction solution, sodium thiosulfate solution was added, and the mixture was stirred for several minutes, and extracted with ethyl acetate. The organic layer was washed with sodium bicarbonat... Yields the product C(CCC)OCCOC1=CC=C(C=C1)C=1C=CC2=C(C=C(CCN2C=O)C(=O)NC2=CC=C(C=C2)[C@@H](C2=[N+](C=CC=C2)[O-])O)C1 (7-[4-(2-butoxyethoxy)phenyl]-1-formyl-N-[4-[(S)-hydroxy(1-oxidopyridin-2-yl)methyl]phenyl]-2,3-dihydro-1H-1-benzazepine-4-carboxamide). Run in ClCCl (dichloromethane). Reactants: NCCN, NCC(=O)Nc1ccc2oc(C(=O)Nc3ccc4[nH]c(C(=O)O)cc4c3)cc2c1. Product: NCCNC(=O)c1cc2cc(NC(=O)c3cc4cc(NC(=O)CN)ccc4o3)ccc2[nH]1. RXN SMILES: [CH2:30]([CH2:31][NH2:32])[NH2:33].[NH2:1][CH2:2][C:3](=[O:4])[NH:5][c:6]1[cH:7][cH:8][c:9]2[c:10]([cH:11][c:12]([C:14](=[O:15])[NH:16][c:17]3[cH:18][c:19]4[cH:20][c:21]([C:26](=[O:27])[OH:28])[nH:22][c:23]4[cH:24][cH:25]3)[o:13]2)[cH:29]1>>[NH2:1][CH2:2][C:3](=[O:4])[NH:5][c:6]1[cH:7][cH:8][c:9]2[c:10]([cH:11][c:12]([C:14](=[O:15])[NH:16][c:17]3[cH:18][c:19]4[cH:20][c:21]([C:26](=[O:28])[NH:33][CH2:30][CH2:31][NH2:32])[nH:22][c:23]4[cH:24][cH:25]3)[o:13]2)[cH:29]1. Starting materials: FC1=CC=C(N)C=C1 (4-fluoroaniline), CC1=CC(=NC(=N1)Cl)N1C(C2=C(CC1)C=CS2)C (6-methyl-4-(7-methyl-4,5,6,7-tetrahydrothieno[2,3-c]pyridin-6-yl)-2-chloropyrimidine). The solvent is CN(C=O)C (dimethylformamide). Product: Cl.CC1=CC(=NC(=N1)NC1=CC=C(C=C1)F)N1C(C2=C(CC1)C=CS2)C (6-methyl-4-(7-methyl-4,5,6,7-tetrahydrothieno[2,3-c]pyridin-6-yl)-2-(4-fluorophenylamino)pyrimidine hydrochloride). The yield is 71.6%. Reaction SMILES: [F:1][C:2]1[CH:8]=[CH:7][C:5]([NH2:6])=[CH:4][CH:3]=1.[CH3:9][C:10]1[N:15]=[C:14]([Cl:16])[N:13]=[C:12]([N:17]2[CH2:22][CH2:21][C:20]3[CH:23]=[CH:24][S:25][C:19]=3[CH:18]2[CH3:26])[CH:11]=1>CN(C)C=O>[ClH:16].[CH3:9][C:10]1[N:15]=[C:14]([NH:6][C:5]2[CH:7]=[CH:8][C:2]([F:1])=[CH:3][CH:4]=2)[N:13]=[C:12]([N:17]2[CH2:22][CH2:21][C:20]3[CH:23]=[CH:24][S:25][C:19]=3[CH:18]2[CH3:26])[CH:11]=1 |f:3.4|. Reported procedure: After 4-fluoroaniline(0.4 ml, 3.7 mmol) was added to a mixture solution of 6-methyl-4-(7-methyl-4,5,6,7-tetrahydrothieno[2,3-c]pyridin-6-yl)-2-chloropyrimidine(0.7 g, 2.5 mmol) and dimethylformamide(10 ml), 0.7 g of the titled compound was obtained in accordance with the same procedure as in Step 2 of Example 1. The reactants are CC(C(=O)C1=CC=C(C=C1)SC)(C)N1CCOCC1 (2-methyl-1-(4-methylthiophenyl)-2-morpholino-1-propanone), RuH2 (CO)(PPh3)3, RuH2 (CO)(PPh3)3, C(=C)[Si](OC)(OC)OC (vinyltrimethoxysilane). The solvent is C1(=CC=CC=C1)C (toluene). Conditions: time 8 hour. Product: CC(C(=O)C1=C(C=C(C=C1)SC)CC[Si](OC)(OC)OC)(C)N1CCOCC1 (2-methyl-1-[4-methylthio-2-(2-trimethoxysilylethyl)phenyl]-2-morpholino-1-propanone). The yield is 54.7%. Reaction SMILES: [CH3:1][C:2]([N:14]1[CH2:19][CH2:18][O:17][CH2:16][CH2:15]1)([CH3:13])[C:3]([C:5]1[CH:10]=[CH:9][C:8]([S:11][CH3:12])=[CH:7][CH:6]=1)=[O:4].[CH:20]([Si:22]([O:27][CH3:28])([O:25][CH3:26])[O:23][CH3:24])=[CH2:21]>C1(C)C=CC=CC=1>[CH3:13][C:2]([N:14]1[CH2:15][CH2:16][O:17][CH2:18][CH2:19]1)([CH3:1])[C:3]([C:5]1[CH:10]=[CH:9][C:8]([S:11][CH3:12])=[CH:7][C:6]=1[CH2:21][CH2:20][Si:22]([O:27][CH3:28])([O:25][CH3:26])[O:23][CH3:24])=[O:4]. Reported procedure: 11.18 g (40 mmol) of 2-methyl-1-(4-methylthiophenyl)-2-morpholino-1-propanone, 735 mg (0.8 mmol) of RuH2 (CO)(PPh3)3 and 7.3 ml (48 mmol) of vinyltr 60 ml of anhydrous toluene were degased with argon for 1/2 hour and boiled at reflux for 5 hours. After standing overnight, boiling was repeated for 4 hours, then 360 mg (0.4 mmol) of RuH2 (CO)(PPh3)3 and 2 ml (13 mmol) of vinyltrimethoxysilane were added, and the mixture was stirred at reflux for a further 5 hours. Concentration and chromatography ...